Dataset: the Open Reaction Database (ORD), a public repository of structured organic reaction records. Task: describe an organic reaction: reactants, conditions, products, and yield Reagents/catalysts: C(=O)([O-])[O-].[Cs+].[Cs+], C1=CC=C(C=C1)P(C2=CC=CC=C2)C3=C(C4=CC=CC=C4C=C3)C5=C(C=CC6=CC=CC=C65)P(C7=CC=CC=C7)C8=CC=CC=C8, C1=CC=C(C=C1)/C=C/C(=O)/C=C/C2=CC=CC=C2.C1=CC=C(C=C1)/C=C/C(=O)/C=C/C2=CC=CC=C2.C1=CC=C(C=C1)/C=C/C(=O)/C=C/C2=CC=CC=C2.[Pd].[Pd]. Isolated yield 64.2%. Reactants: CN1CCNCC1, COC(=O)C1=CC=C(C=C1)OCC2=C(C=CC=N2)Br. Run in CC(=O)N(C)C. Yields the product CN1CCN(CC1)C2=C(N=CC=C2)COC3=CC=C(C=C3)C(=O)OC. Procedure details: A mixture of methyl 4-((3-bromopyridin-2-yl)methoxy)benzoate (360 mg, 1.12 mmol), Pd2dba3 (205 mg, 0.22 mmol), BINAP (278 mg, 0.45 mmol), cesium carbonate (728 mg, 2.23 mmol) and 1-methylpiperazine (168 mg, 1.68 mmol) in DMA (10 mL) was stirred at 100 °C for overnight. Sat. NaHCO3 aq was added to the mixture, extracted with ethyl acetate three times, the combined organics were dried over anhydrous Na2SO4, filtered, the filtrate was conc. in vacuo, the residue was purified with ISCO (50% ethyl ac... Run at temperature 100 celsius. Starting materials: CN (methylamine), ClC1=NC2=CC(=CC=C2C=C1)C1=NC=CC(=C1)OC (2-chloro-7-(4-methoxypyridin-2-yl)quinoline), Cl (hydrogen chloride), steel. Run in CO (methanol), O1CCOCC1 (1,4-dioxane), C(C)(=O)OCC (ethyl acetate). Product: Cl.Cl.COC1=CC(=NC=C1)C1=CC=C2C=CC(=NC2=C1)NC (7-(4-methoxypyridin-2-yl)-2-methylaminoquinoline dihydrochloride). Reaction SMILES: [CH3:1][NH2:2].[Cl:3][C:4]1[CH:13]=[CH:12][C:11]2[C:6](=[CH:7][C:8]([C:14]3[CH:19]=[C:18]([O:20][CH3:21])[CH:17]=[CH:16][N:15]=3)=[CH:9][CH:10]=2)[N:5]=1.[ClH:22]>CO.C(OCC)(=O)C.O1CCOCC1>[ClH:3].[ClH:22].[CH3:21][O:20][C:18]1[CH:17]=[CH:16][N:15]=[C:14]([C:8]2[CH:7]=[C:6]3[C:11]([CH:12]=[CH:13][C:4]([NH:2][CH3:1])=[N:5]3)=[CH:10][CH:9]=2)[CH:19]=1 |f:6.7.8|. Procedure details: To a solution of methylamine in methanol (40% w/w, 5 ml) was added 2-chloro-7-(4-methoxypyridin-2-yl)quinoline (140 mg). The mixture was heated in a steel autoclave at 120° C. for 16 hours. After cooling, the solvent was evaporated under reduced pressure. The residue was purified by column chromatography (silica gel 25 g, 5% methanol in dichloromethane). The compound obtained was dissolved in ethyl acetate, and a solution of hydrogen chloride in 1,4-dioxane (4N, 1 ml) was added. The precipitate ... Starting materials: NC(C(=O)OCC)C#N (ethyl α-aminocyanoacetate), C(OCC)([O-])[O-] (ethyl orthoformate), NC1=NC=CC=C1 (2-aminopyridine). Solvent: C(C)#N (acetonitrile). Product: NC1=C(N=CN1C1=NC=CC=C1)C(=O)OCC (5-amino-4-ethoxycarbonyl-1-(2-pyridyl)imidazole). The yield is 71.9%. RXN SMILES: [NH2:1][CH:2]([C:8]#[N:9])[C:3]([O:5][CH2:6][CH3:7])=[O:4].[CH:10]([O-])([O-])OCC.[NH2:16][C:17]1[CH:22]=[CH:21][CH:20]=[CH:19][N:18]=1>C(#N)C>[NH2:9][C:8]1[N:16]([C:17]2[CH:22]=[CH:21][CH:20]=[CH:19][N:18]=2)[CH:10]=[N:1][C:2]=1[C:3]([O:5][CH2:6][CH3:7])=[O:4]. Reported procedure: In 230 ml of acetonitrile, 8.5 g of ethyl α-aminocyanoacetate, 10.8 g of ethyl orthoformate and 6.2 g of 2-aminopyridine were heated under reflux for 1.5 hours. After completion of the reaction, the solvent was distilled off under reduced pressure and crystals precipitated were filtered off and washed with benzene to give 11.0 g of the desired compound. m.p.: 129° to 131° C. Reactants: [N+](=O)([O-])C1=C2C=CC(=NC2=CC=C1)Cl (5-nitro-2-chloroquinoline), CC1=CC=C(O1)CN (5-methyl-2-furanmethanamine), C1(=CC=CC=C1)NS(=O)(=O)Cl (phenylsulfamoyl chloride). Yields the product CC1=CC=C(O1)CNC1=NC2=CC=CC(=C2C=C1)NS(=O)(=O)NC1=CC=CC=C1 (N-(2-{[(5-methyl-2-furyl)methyl]amino}quinolin-5-yl)-N′-phenylsulfamide). RXN SMILES: [N+:1]([C:4]1[CH:13]=[CH:12][CH:11]=[C:10]2[C:5]=1[CH:6]=[CH:7][C:8](Cl)=[N:9]2)([O-])=O.[CH3:15][C:16]1[O:20][C:19]([CH2:21][NH2:22])=[CH:18][CH:17]=1.[C:23]1([NH:29][S:30](Cl)(=[O:32])=[O:31])[CH:28]=[CH:27][CH:26]=[CH:25][CH:24]=1>>[CH3:15][C:16]1[O:20][C:19]([CH2:21][NH:22][C:8]2[CH:7]=[CH:6][C:5]3[C:10](=[CH:11][CH:12]=[CH:13][C:4]=3[NH:1][S:30]([NH:29][C:23]3[CH:28]=[CH:27][CH:26]=[CH:25][CH:24]=3)(=[O:32])=[O:31])[N:9]=2)=[CH:18][CH:17]=1. Procedure: The title compound, MS: m/e=409.1 (M+H+), was prepared in accordance with the general method of example 58 from 5-nitro-2-chloroquinoline, 5-methyl-2-furanmethanamine and phenylsulfamoyl chloride.